Dataset: the Open Reaction Database (ORD), a public repository of structured organic reaction records. Task: describe an organic reaction: reactants, conditions, products, and yield Starting materials: S1C(=NC=C1)C1CC(CC(C1)=O)=O (5-(2-thiazolyl)-cyclohexane-1,3-dione), C(C)(=O)[O-].[NH4+] (ammonium acetate), C(C)O (ethanol), C(C)O (ethanol), [OH-].[K+] (potassium hydroxide), [OH-].[K+] (potassium hydroxide), [OH-].[K+] (potassium hydroxide), [OH-].[K+] (potassium hydroxide). Solvent: C1(=CC=CC=C1)C (toluene). Yields the product S1C(=NC=C1)C1CC(C=2C(=CC=NC2C1)C)=O (7-(2-thiazolyl)-4-methyl-5,6,7,8-tetrahydroquinolin-5-one). RXN SMILES: [S:1]1[CH:5]=[CH:4][N:3]=[C:2]1[CH:6]1[CH2:11][C:10](=[O:12])[CH2:9][C:8](=O)[CH2:7]1.[C:14]([O-])(=O)[CH3:15].[NH4+:18].[OH-].[K+].[CH2:21](O)[CH3:22]>C1(C)C=CC=CC=1>[S:1]1[CH:5]=[CH:4][N:3]=[C:2]1[CH:6]1[CH2:7][C:8]2[N:18]=[CH:21][CH:22]=[C:14]([CH3:15])[C:9]=2[C:10](=[O:12])[CH2:11]1 |f:1.2,3.4|. Procedure details: A solution of 5-(2-thiazolyl)-cyclohexane-1,3-dione (0.93 g) and ammonium acetate (1.1 g) in ethanol (20 ml) was refluxed for 13 hours. Under reduced pressure, the solvent was evaporated, and to the residue was added sodium hydrogen carbonate solution. The aqueous layer was washed with ethyl acetate and concentrated, and to the residue was ethanol-ethyl acetate (1:1). Insoluble materials were filtered and concentrated under reduced pressure. To the residue was added ethanol, and insoluble materi... Yields the product FCC=C(C=CCC(CCC=C(C)C)C)C (1-fluoro-3,7,11-trimethyldodeca-2,4,10-triene). The solvent is CCOCC (ether). Reaction SMILES: Br[CH2:2][CH:3]=[C:4]([CH3:16])[CH:5]=[CH:6][CH2:7][CH:8]([CH3:15])[CH2:9][CH2:10][CH:11]=[C:12]([CH3:14])[CH3:13].C(O)CO.[F-:21].[K+]>CCOCC>[F:21][CH2:2][CH:3]=[C:4]([CH3:16])[CH:5]=[CH:6][CH2:7][CH:8]([CH3:15])[CH2:9][CH2:10][CH:11]=[C:12]([CH3:14])[CH3:13] |f:2.3|. Reported procedure: A mixture of 33 g. of 1-bromo-3,7,11-trimethyldodeca-2,4,10-triene and 100 ml. of dry ethylene glycol is slowly added with stirring, to a suspension of 11.5 g. of potassium fluoride in 30 ml. of dry ethylene glycol and heated to about 120°, under an inert atmosphere. When addition is completed, the reaction mixture is stirred for about an additional 16 hours while maintaining the temperature at 120°. Then the mixture is cooled and 200 ml. of ether added. The mixture is washed thoroughly with wat... The reactants are BrCC=C(C=CCC(CCC=C(C)C)C)C (1-bromo-3,7,11-trimethyldodeca-2,4,10-triene), C(CO)O (ethylene glycol), C(CO)O (ethylene glycol), [F-].[K+] (potassium fluoride). Starting materials: NC1=NC=CC2=CC(=CC=C12)CNC(=O)[C@H]1N(CCC1)C([C@@H](CC1=CC=C(C=C1)C1=CC=CC=C1)NC(C)=O)=O (1-(2-(R)-Acetylamino-3-biphenyl-4yl-propionyl)-pyrrolidin-2-(S)-carboxylic acid (1-amino-isoquinolin-6-ylmethyl)-amide), C(C)(=O)N[C@@H](C(=O)N1[C@@H](CCC1)C(=O)O)CC1=CC=C(C=C1)OC (1-(2-(R)-acetylamino-3-(4-methoxyphenyl)-propionyl)-pyrrolidin-2-(S)-carboxylic acid). Yields the product NC1=NC=CC2=CC(=CC=C12)CNC(=O)[C@H]1N(CCC1)C([C@@H](CC1=CC=C(C=C1)OC)NC(C)=O)=O (1-[2-(R)-Acetylamino-3-(4-methoxyphenyl)-propionyl)-pyrrolidin-2-(S)-carboxylic acid (1-amino-isoquinolin-6-ylmethyl)-amide). Yield: 80.0%. RXN SMILES: [NH2:1][C:2]1[C:11]2[C:6](=[CH:7][C:8]([CH2:12][NH:13][C:14]([C@@H:16]3[CH2:20][CH2:19][CH2:18][N:17]3[C:21](=[O:40])[C@H:22]([NH:36][C:37](=[O:39])[CH3:38])[CH2:23][C:24]3[CH:29]=[CH:28][C:27](C4C=CC=CC=4)=[CH:26][CH:25]=3)=[O:15])=[CH:9][CH:10]=2)[CH:5]=[CH:4][N:3]=1.[C:41](N[C@H](CC1C=CC(OC)=CC=1)C(N1CCC[C@H]1C(O)=O)=O)(=[O:43])C>>[NH2:1][C:2]1[C:11]2[C:6](=[CH:7][C:8]([CH2:12][NH:13][C:14]([C@@H:16]3[CH2:20][CH2:19][CH2:18][N:17]3[C:21](=[O:40])[C@H:22]([NH:36][C:37](=[O:39])[CH3:38])[CH2:23][C:24]3[CH:25]=[CH:26][C:27]([O:43][CH3:41])=[CH:28][CH:29]=3)=[O:15])=[CH:9][CH:10]=2)[CH:5]=[CH:4][N:3]=1. Procedure: Using the procedure described for example 97f 0.140 g of 1-(2-(R)-acetylamino-3-(4-methoxyphenyl)-propionyl)-pyrrolidin-2-(S)-carboxylic acid was converted into 0.160 g (80%) of the title compound. (+)-APCI-MS: 490 (MH+). Starting materials: Cl, [Na+], O=C([O-])O, c1ccc(CCCNC2CCC3(CC2)OCCO3)cc1, O, O=C(O)C(F)(F)F. Product: O=C1CCC(NCCCc2ccccc2)CC1. As a reaction SMILES: [ClH:1].[Na+:33].[O-:29][C:30]([OH:31])=[O:32].[O:2]1[CH2:4][CH2:3][O:5][C:6]12[CH2:7][CH2:8][CH:9]([NH:12][CH2:13][CH2:14][CH2:15][c:16]1[cH:17][cH:18][cH:19][cH:20][cH:21]1)[CH2:10][CH2:11]2.[OH2:34].[OH:22][C:23]([C:24]([F:25])([F:26])[F:27])=[O:28]>>[O:5]=[C:6]1[CH2:7][CH2:8][CH:9]([NH:12][CH2:13][CH2:14][CH2:15][c:16]2[cH:17][cH:18][cH:19][cH:20][cH:21]2)[CH2:10][CH2:11]1. The product is C(CC)S(=O)(=O)N1CC(C1)O (1-(Propane-1-sulfonyl)-azetidin-3-ol). Yield: 36.5%. As a reaction SMILES: Cl.[NH:2]1[CH2:5][CH:4]([OH:6])[CH2:3]1.C(N(C(C)C)CC)(C)C.[CH2:16]([S:19](Cl)(=[O:21])=[O:20])[CH2:17][CH3:18].C(O)(=O)CC(CC(O)=O)(C(O)=O)O>ClCCl>[CH2:16]([S:19]([N:2]1[CH2:5][CH:4]([OH:6])[CH2:3]1)(=[O:21])=[O:20])[CH2:17][CH3:18] |f:0.1|. Run in ClCCl (dichloromethane), ClCCl (dichloromethane). Procedure details: To a cooled solution (0-5° C.) of azetidin-3-ol hydrochloride (1 g, 9.13 mmol) in 10 ml dichloromethane containing diisopropyl ethyl amine (2,391 ml, 13.69 mmol) was added dropwise a solution of propane-1-sulfonyl chloride (1,126 ml, 10.04 mmol) dissolved in 5 ml dichloromethane over an 1 h period. The mixture was allowed to warm up to room temperature and was stirred over night. Citric acid (10%) was added, extracted with dichloromethane, dried over MgSO4, filtered and the solvent was evaporate... Reactants: Cl.N1CC(C1)O (azetidin-3-ol hydrochloride), C(C)(C)N(CC)C(C)C (diisopropyl ethyl amine), C(CC(O)(C(=O)O)CC(=O)O)(=O)O (Citric acid), C(CC)S(=O)(=O)Cl (propane-1-sulfonyl chloride). Reactants: FC=1C=C(C=CC1O)C=1C(N(C(=NC1)NC1=CC=CC=C1)C)=O (5-(3-fluoro-4-hydroxyphenyl)-3-methyl-2-(phenylamino)pyrimidin-4(3H)-one), ClC1=C2C(=NC=C1)C=C(S2)I (7-chloro-2-iodothieno[3,2-b]pyridine). Reagents/catalysts: CN(C)C=1C=CN=CC1 (DMAP). Solvent: BrC1=CC=CC=C1 (bromobenzene). Reaction conditions: temperature 150 celsius, time 7 day. Yields the product FC=1C=C(C=CC1OC1=C2C(=NC=C1)C=C(S2)I)C=2C(N(C(=NC2)NC2=CC=CC=C2)C)=O (5-(3-fluoro-4-(2-iodothieno[3,2-b]pyridin-7-yloxy)phenyl)-3-methyl-2-(phenylamino)pyrimidin-4(3H)-one). Reaction SMILES: [F:1][C:2]1[CH:3]=[C:4]([C:9]2[C:10](=[O:23])[N:11]([CH3:22])[C:12]([NH:15][C:16]3[CH:21]=[CH:20][CH:19]=[CH:18][CH:17]=3)=[N:13][CH:14]=2)[CH:5]=[CH:6][C:7]=1[OH:8].Cl[C:25]1[CH:30]=[CH:29][N:28]=[C:27]2[CH:31]=[C:32]([I:34])[S:33][C:26]=12>CN(C1C=CN=CC=1)C.BrC1C=CC=CC=1>[F:1][C:2]1[CH:3]=[C:4]([C:9]2[C:10](=[O:23])[N:11]([CH3:22])[C:12]([NH:15][C:16]3[CH:21]=[CH:20][CH:19]=[CH:18][CH:17]=3)=[N:13][CH:14]=2)[CH:5]=[CH:6][C:7]=1[O:8][C:25]1[CH:30]=[CH:29][N:28]=[C:27]2[CH:31]=[C:32]([I:34])[S:33][C:26]=12. Procedure details: A suspension of 5-(3-fluoro-4-hydroxyphenyl)-3-methyl-2-(phenylamino)pyrimidin-4(3H)-one (0.113 g, 0.266 mmol), 7-chloro-2-iodothieno[3,2-b]pyridine (0.075 g, 0.254 mmol; prepared according to the procedure of Ragan, J. A. Org. Proc. Res. 2003, 7, 676) and DMAP (0.003 g, 0.025 mmol) in bromobenzene (3 mL) was stirred under nitrogen. The reaction mixture was allowed to stir for 7 days at 150° C. and then for 2 days at room temperature. The reaction was concentrated in vacuo to remove as much brom... As a reaction SMILES: [CH2:1]([O:8][C:9]1[CH:14]=[CH:13][C:12](B(O)O)=[CH:11][C:10]=1[F:18])[C:2]1[CH:7]=[CH:6][CH:5]=[CH:4][CH:3]=1.[C:19]1(=[O:24])[CH2:23][CH2:22][CH:21]=[CH:20]1>>[CH2:1]([O:8][C:9]1[CH:14]=[CH:13][C:12]([C@@H:21]2[CH2:22][CH2:23][C:19](=[O:24])[CH2:20]2)=[CH:11][C:10]=1[F:18])[C:2]1[CH:7]=[CH:6][CH:5]=[CH:4][CH:3]=1. The reactants are C(C1=CC=CC=C1)OC1=C(C=C(C=C1)B(O)O)F ([4-(Benzyloxy)-3-fluorophenyl]boronic acid), C1(C=CCC1)=O (cyclopentenone). Procedure details: [4-(Benzyloxy)-3-fluorophenyl]boronic acid (5.00 g, 20 mmol) and cyclopentenone (0.85 mL, 10 mmol) were used and treated in a similar manner to (Step 1) of (Example 3) to give the title compound (1.95 g, 68%). The yield is 68.6%. Yields the product C(C1=CC=CC=C1)OC1=C(C=C(C=C1)[C@H]1CC(CC1)=O)F ((3R)-3-[4-(Benzyloxy)-3-fluorophenyl]cyclopentanone).